From a dataset of the Open Reaction Database (ORD), a public repository of structured organic reaction records. describe an organic reaction: reactants, conditions, products, and yield The reactants are Cl.C(C)N=C=NCCCN(C)C (1-ethyl-3-(3′-dimethylaminopropyl)carbodiimide hydrochloride), O (water), C1=CC(=CC=C1/C=C/C(=O)O)Cl (P-chloro cinnamic acid), NC1=NC(N(C=C1)CC(OCC)OCC)=O (4-amino-1-(2,2-diethoxyethyl)-1H-pyrimidin-2-one). Solvent: CN(C=O)C (N,N-dimethylformamide). Conditions: temperature 70 celsius, time 5 hour. Yields the product desired compound, ClC1=CC=C(C=C1)/C=C/C(=O)NC1=NC(N(C=C1)CC(OCC)OCC)=O ((E)-3-(4-chlorophenyl)-N-[1-(2,2-diethoxyethyl)-2-oxo-1,2-dihydropyrimidin-4-yl]-acrylamide). The yield is 68.0%. Reaction SMILES: [CH:1]1[C:6](/[CH:7]=[CH:8]/[C:9]([OH:11])=O)=[CH:5][CH:4]=[C:3]([Cl:12])[CH:2]=1.[NH2:13][C:14]1[CH:19]=[CH:18][N:17]([CH2:20][CH:21]([O:25][CH2:26][CH3:27])[O:22][CH2:23][CH3:24])[C:16](=[O:28])[N:15]=1.Cl.C(N=C=NCCCN(C)C)C.O>CN(C)C=O>[Cl:12][C:3]1[CH:2]=[CH:1][C:6](/[CH:7]=[CH:8]/[C:9]([NH:13][C:14]2[CH:19]=[CH:18][N:17]([CH2:20][CH:21]([O:22][CH2:23][CH3:24])[O:25][CH2:26][CH3:27])[C:16](=[O:28])[N:15]=2)=[O:11])=[CH:5][CH:4]=1 |f:2.3|. Procedure details: P-chloro cinnamic acid (1.84 g, 10 mM), 4-amino-1-(2,2-diethoxyethyl)-1H-pyrimidin-2-one (b, 3.00 g, 15 mM), 1-hydroxybenztriazolemonohydrate (2.30 g, 15 mM) and 1-ethyl-3-(3′-dimethylaminopropyl)carbodiimide hydrochloride (2.90 g, 15 mM) were suspended in N,N-dimethylformamide (20 mL) and stirred at 70° C. for 5 hours. After the reaction mixture was cooled to room temperature, water (20 mL) was added and stirred at room temperature. The crystal precipitated from the reaction mixture was filtere... Reactants: IC1=CC(=NC(=C1)C1=C(C=CC(=C1)C)OC)N1N=CC(=C1C(F)(F)F)C(=O)OCC (Ethyl 1-[4-iodo-6-(2-methoxy-5-methylphenyl)pyridin-2-yl]-5-(trifluoromethyl)-1H-pyrazole-4-carboxylate), I[Si](C)(C)C (iodotrimethylsilane), I[Si](C)(C)C (iodotrimethylsilane). Run in C(Cl)(Cl)Cl (chloroform). Conditions: time 8 hour. The product is OC1=C(C=C(C=C1)C)C1=CC(=CC(=N1)N1N=CC(=C1C(F)(F)F)C(=O)OCC)I (Ethyl 1-[6-(2-hydroxy-5-methylphenyl)-4-iodopyridin-2-yl]-5-(trifluoromethyl)-1H-pyrazole-4-carboxylate). RXN SMILES: [I:1][C:2]1[CH:7]=[C:6]([C:8]2[CH:13]=[C:12]([CH3:14])[CH:11]=[CH:10][C:9]=2[O:15]C)[N:5]=[C:4]([N:17]2[C:21]([C:22]([F:25])([F:24])[F:23])=[C:20]([C:26]([O:28][CH2:29][CH3:30])=[O:27])[CH:19]=[N:18]2)[CH:3]=1.I[Si](C)(C)C>C(Cl)(Cl)Cl>[OH:15][C:9]1[CH:10]=[CH:11][C:12]([CH3:14])=[CH:13][C:8]=1[C:6]1[N:5]=[C:4]([N:17]2[C:21]([C:22]([F:24])([F:23])[F:25])=[C:20]([C:26]([O:28][CH2:29][CH3:30])=[O:27])[CH:19]=[N:18]2)[CH:3]=[C:2]([I:1])[CH:7]=1. Procedure: A solution of the title compound from Example 19 Step F (1 g, 1.88 mmol) and iodotrimethylsilane (3.6 mL) in 15 mL chloroform was heated at 80° C. for 7 h. A second portion of iodotrimethylsilane (2 mL) was added and heating was continued at 90° C. overnight. The volatiles were removed in vacuo. Toluene was added, and the volatiles were removed in vacuo. Finally, dry MeOH was added, and the volatiles were removed in vacuo. Silica gel flash chromatography using hexanes:EtOAc (20:1 to pure EtOAc) ... The product is O=C(Cc1ccnc2ccccc12)c1ccccn1. Reactants: C[Si](C)(C)[N-][Si](C)(C)C, Cc1ccccc1, [K+], C1CCOC1, CCOC(=O)c1ccccn1, Cc1ccnc2ccccc12. As a reaction SMILES: [CH3:23][Si:24]([N-:25][Si:26]([CH3:27])([CH3:28])[CH3:29])([CH3:30])[CH3:31].[CH3:38][c:39]1[cH:40][cH:41][cH:42][cH:43][cH:44]1.[K+:32].[O:33]1[CH2:34][CH2:35][CH2:36][CH2:37]1.[c:12]1([C:18](=[O:19])[O:20][CH2:21][CH3:22])[cH:13][cH:14][cH:15][cH:16][n:17]1.[n:1]1[cH:2][cH:3][c:4]([CH3:5])[c:6]2[cH:7][cH:8][cH:9][cH:10][c:11]12>>[n:1]1[cH:2][cH:3][c:4]([CH2:5][C:18]([c:12]2[cH:13][cH:14][cH:15][cH:16][n:17]2)=[O:19])[c:6]2[cH:7][cH:8][cH:9][cH:10][c:11]12. Starting materials: C1CCOC1, O=[N+]([O-])c1ccc(OCc2ccsc2)cc1F, [H-], [Na+], [Na+], Cc1ccccc1C(O)CCC(=O)[O-]. Product: Cc1ccccc1C(CCC(=O)O)Oc1cc(OCc2ccsc2)ccc1[N+](=O)[O-]. RXN SMILES: [CH2:35]1[O:36][CH2:37][CH2:38][CH2:39]1.[F:18][c:19]1[c:20]([N+:32](=[O:33])[O-:34])[cH:21][cH:22][c:23]([O:25][CH2:26][c:27]2[cH:28][s:29][cH:30][cH:31]2)[cH:24]1.[H-:16].[Na+:15].[Na+:17].[OH:1][CH:2]([CH2:3][CH2:4][C:5](=[O:6])[O-:7])[c:8]1[c:9]([CH3:14])[cH:10][cH:11][cH:12][cH:13]1>>[O:1]([CH:2]([CH2:3][CH2:4][C:5](=[O:6])[OH:7])[c:8]1[c:9]([CH3:14])[cH:10][cH:11][cH:12][cH:13]1)[c:19]1[c:20]([N+:32](=[O:33])[O-:34])[cH:21][cH:22][c:23]([O:25][CH2:26][c:27]2[cH:28][s:29][cH:30][cH:31]2)[cH:24]1. Reactants: C(C)(C)(C)OC(CSC1=NC2=C(N1)C=C(C(=C2)C#CC2=CC=C(C=C2)CO)Cl)=O ([6-Chloro-5-(4-hydroxymethyl-phenylethynyl)-1H-benzoimidazol-2-ylsulfanyl]-acetic acid tert-butyl ester). Solvent: C(=O)(C(F)(F)F)O.O (TFA water), CS(=O)C (DMSO). Conditions: time 2 hour. Yields the product ClC=1C(=CC2=C(NC(=N2)SCC(=O)O)C1)C#CC1=CC=C(C=C1)CO ([6-Chloro-5-(4-hydroxymethyl-phenylethynyl)-1H-benzoimidazol-2-ylsulfanyl]-acetic acid). RXN SMILES: C([O:5][C:6](=[O:29])[CH2:7][S:8][C:9]1[NH:13][C:12]2[CH:14]=[C:15]([Cl:28])[C:16]([C:18]#[C:19][C:20]3[CH:25]=[CH:24][C:23]([CH2:26][OH:27])=[CH:22][CH:21]=3)=[CH:17][C:11]=2[N:10]=1)(C)(C)C>C(O)(C(F)(F)F)=O.O.CS(C)=O>[Cl:28][C:15]1[C:16]([C:18]#[C:19][C:20]2[CH:21]=[CH:22][C:23]([CH2:26][OH:27])=[CH:24][CH:25]=2)=[CH:17][C:11]2[N:10]=[C:9]([S:8][CH2:7][C:6]([OH:29])=[O:5])[NH:13][C:12]=2[CH:14]=1 |f:1.2|. Procedure: In a 4 mL vial, compound 18-1 (25.3 mg, 0.059 mmol) was dissolved in 9:1 TFA/water (2 mL) and stirred at rt for 2 h. The solution was evaporated to dryness in vacuo to give oily brown residue, which was dissolved in DMSO (1.25 mL), filtered and purified by reverse-phase HPLC to give the title compound. LR-MS (API-ES): calculated for C18H13ClN2O3S 372.0, observed m/e 372.9 (M+H)+ (Rt 1.87 min). Starting materials: CC(=O)n1cc(CCCO)c2ccccc21, CCOC(=O)C=P(c1ccccc1)(c1ccccc1)c1ccccc1, CS(C)=O, O=C(Cl)C(=O)Cl, ClCCl. Yields the product CCOC(=O)C=CCCc1cn(C(C)=O)c2ccccc12. Reaction SMILES: [C:11]([CH3:12])(=[O:13])[n:14]1[cH:15][c:16]([CH2:23][CH2:24][CH2:25][OH:26])[c:17]2[cH:18][cH:19][cH:20][cH:21][c:22]12.[C:27](=[O:28])([O:29][CH2:30][CH3:31])[CH:32]=[P:33]([c:34]1[cH:35][cH:36][cH:37][cH:38][cH:39]1)([c:40]1[cH:41][cH:42][cH:43][cH:44][cH:45]1)[c:46]1[cH:47][cH:48][cH:49][cH:50][cH:51]1.[CH3:7][S:8]([CH3:9])=[O:10].[Cl:1][C:2]([C:3]([Cl:4])=[O:5])=[O:6].[Cl:52][CH2:53][Cl:54]>>[C:11]([CH3:12])(=[O:13])[n:14]1[cH:15][c:16]([CH2:23][CH2:24][CH:25]=[CH:32][C:27](=[O:28])[O:29][CH2:30][CH3:31])[c:17]2[cH:18][cH:19][cH:20][cH:21][c:22]12. Reactants: N1(N=NC=C1)CCCCC1=CC=C(C=C1)O (4-[4-(1H-1,2,3-Triazol-1-yl)butyl]phenol), N1(N=NC=C1)CCCCC1=CC=C(C=C1)O (4-[4-(1H-1,2,3-Triazol-1-yl)butyl]phenol), ClCC=1N=C(OC1)\C=C\C1=CC=C(C=C1)C(F)(F)F (4-(chloromethyl)-2-[(E)-2-[4-(trifluoromethyl)phenyl]ethenyl]-1,3-oxazole), C([O-])([O-])=O.[K+].[K+] (potassium carbonate), O (water). Solvent: CO (methanol), CN(C=O)C (dimethylformamide). Conditions: temperature 70 celsius, time 4 hour. Yields the product FC(C1=CC=C(C=C1)/C=C/C=1OC=C(N1)COC1=CC=C(C=C1)CCCCN1N=NC=C1)(F)F (1-[4-[4-[[2-[(E)-2-[4-(trifluoromethyl)phenyl]ethenyl]-1,3-oxazol-4-yl]methoxy]phenyl]butyl]-1H-1,2,3-triazole). The yield is 92.7%. RXN SMILES: [N:1]1([CH2:6][CH2:7][CH2:8][CH2:9][C:10]2[CH:15]=[CH:14][C:13]([OH:16])=[CH:12][CH:11]=2)[CH:5]=[CH:4][N:3]=[N:2]1.Cl[CH2:18][C:19]1[N:20]=[C:21](/[CH:24]=[CH:25]/[C:26]2[CH:31]=[CH:30][C:29]([C:32]([F:35])([F:34])[F:33])=[CH:28][CH:27]=2)[O:22][CH:23]=1.C(=O)([O-])[O-].[K+].[K+].O>CN(C)C=O.CO>[F:35][C:32]([F:33])([F:34])[C:29]1[CH:30]=[CH:31][C:26](/[CH:25]=[CH:24]/[C:21]2[O:22][CH:23]=[C:19]([CH2:18][O:16][C:13]3[CH:12]=[CH:11][C:10]([CH2:9][CH2:8][CH2:7][CH2:6][N:1]4[CH:5]=[CH:4][N:3]=[N:2]4)=[CH:15][CH:14]=3)[N:20]=2)=[CH:27][CH:28]=1 |f:2.3.4|. Reported procedure: 4-[4-(1H-1,2,3-Triazol-1-yl)butyl]phenol (400 mg, 1.84 mmol) and 4-(chloromethyl)-2-[(E)-2-[4-(trifluoromethyl)phenyl]ethenyl]-1,3-oxazole (529 mg, 1.84 mmol) were dissolved in dimethylformamide (3 ml) and potassium carbonate (279 mg, 2.02 mmol) was added. The mixture was stirred at 65-75° C. for 4 hours. 4-[4-(1H-1,2,3-Triazol-1-yl)butyl]phenol (40 mg, 0.184 mmol) was added and the mixture was stirred at 65-75° C. for further 3 hours. The mixture was cooled to room temperature and water (5 ml) ... The reactants are CC(C)C(NC(=O)Cn1ccc(=O)n(CC(=O)OC(C)(C)C)c1=O)C(=O)N1CCCC1C(=O)NC(C(C)C)C(O)c1nc2ccccc2o1, CC(C)(C)O, ClCCl, [Na+], [Na+], O=S([O-])([O-])=S. Yields the product CC(C)C(NC(=O)C1CCCN1C(=O)C(NC(=O)Cn1ccc(=O)n(CC(=O)OC(C)(C)C)c1=O)C(C)C)C(=O)c1nc2ccccc2o1. As a reaction SMILES: [C:4]([CH3:5])([CH3:6])([CH3:7])[O:8][C:9](=[O:10])[CH2:11][n:12]1[c:13](=[O:52])[n:14]([CH2:19][C:20](=[O:21])[NH:22][CH:23]([CH:24]([CH3:25])[CH3:26])[C:27](=[O:28])[N:29]2[CH:30]([C:31](=[O:32])[NH:33][CH:34]([CH:35]([OH:36])[c:37]3[o:38][c:39]4[c:40]([n:41]3)[cH:42][cH:43][cH:44][cH:45]4)[CH:46]([CH3:47])[CH3:48])[CH2:49][CH2:50][CH2:51]2)[cH:15][cH:16][c:17]1=[O:18].[C:60]([OH:61])([CH3:62])([CH3:63])[CH3:64].[CH2:1]([Cl:2])[Cl:3].[Na+:58].[Na+:59].[S:53]([O-:54])([O-:55])(=[O:56])=[S:57]>>[C:4]([CH3:5])([CH3:6])([CH3:7])[O:8][C:9](=[O:10])[CH2:11][n:12]1[c:13](=[O:52])[n:14]([CH2:19][C:20](=[O:21])[NH:22][CH:23]([CH:24]([CH3:25])[CH3:26])[C:27](=[O:28])[N:29]2[CH:30]([C:31](=[O:32])[NH:33][CH:34]([C:35](=[O:36])[c:37]3[o:38][c:39]4[c:40]([n:41]3)[cH:42][cH:43][cH:44][cH:45]4)[CH:46]([CH3:47])[CH3:48])[CH2:49][CH2:50][CH2:51]2)[cH:15][cH:16][c:17]1=[O:18]. Reactants: C(CC=C)N1C=CC2=C1N=C(NC2=O)C2=CC=C(C=C2)C(F)(F)F (7-but-3-enyl-2-(4-trifluoromethyl-phenyl)-3,7-dihydro-pyrrolo[2,3-d]pyrimidin-4-one), [Mn](=O)(=O)(=O)[O-].[K+] (potassium permanganate), CC(=O)C (acetone). The solvent is O (water). Reaction conditions: time 8 hour. Yields the product OC(CCN1C=CC2=C1N=C(NC2=O)C2=CC=C(C=C2)C(F)(F)F)CO (7-(3,4-dihydroxy-butyl)-2-(4-trifluoromethyl-phenyl)-3,7-dihydro-pyrrolo[2,3-d]pyrimidin-4-one). Yield: 12.4%. RXN SMILES: [CH2:1]([N:5]1[C:9]2[N:10]=[C:11]([C:15]3[CH:20]=[CH:19][C:18]([C:21]([F:24])([F:23])[F:22])=[CH:17][CH:16]=3)[NH:12][C:13](=[O:14])[C:8]=2[CH:7]=[CH:6]1)CC=C.[Mn]([O-])(=O)(=O)=[O:26].[K+].[CH3:31][C:32]([CH3:34])=[O:33]>O>[OH:33][CH:32]([CH2:34][OH:26])[CH2:31][CH2:1][N:5]1[C:9]2[N:10]=[C:11]([C:15]3[CH:20]=[CH:19][C:18]([C:21]([F:24])([F:23])[F:22])=[CH:17][CH:16]=3)[NH:12][C:13](=[O:14])[C:8]=2[CH:7]=[CH:6]1 |f:1.2|. Reported procedure: A solution of 7-but-3-enyl-2-(4-trifluoromethyl-phenyl)-3,7-dihydro-pyrrolo[2,3-d]pyrimidin-4-one (50.3 mg, 151 μmol) in acetone (1.2 mL) and water (0.4 mL) was treated with potassium permanganate (46.1 mg, 292 μmol). The reaction stirred at room temperature overnight. The reaction was filtered through a coarse sintered glass frit, rinsing with ethyl acetate. The filtrate was concentrated in vacuo and then partitioned between water (25 mL) and ethyl acetate (25 mL). The aqueous layer was back ex...